Dataset: the Open Reaction Database (ORD), a public repository of structured organic reaction records. Task: describe an organic reaction: reactants, conditions, products, and yield Reactants: ClC1=CC=C(C=C1)SC1CC2CCC(C1)N2C(=O)OCC(Cl)(Cl)Cl (3-(4-chlorophenylsulfanyl)-8-(2,2,2-trichloroethoxycarbonyl)-8-azabicyclo-(3.2.1)-octane), Br (HBr), [OH-].[Na+] (sodium hydroxide). Solvent: C(C)(=O)O (acetic acid). Conditions: temperature 110 celsius. Yields the product ClC1=CC=C(C=C1)SC1CC2CCC(C1)N2 (3-(4-chlorophenylsulfanyl)-8-azabicyclo-(3.2.1)-octane). Reaction SMILES: [Cl:1][C:2]1[CH:7]=[CH:6][C:5]([S:8][CH:9]2[CH2:15][CH:14]3[N:16](C(OCC(Cl)(Cl)Cl)=O)[CH:11]([CH2:12][CH2:13]3)[CH2:10]2)=[CH:4][CH:3]=1.Br.[OH-].[Na+]>C(O)(=O)C>[Cl:1][C:2]1[CH:3]=[CH:4][C:5]([S:8][CH:9]2[CH2:15][CH:14]3[NH:16][CH:11]([CH2:12][CH2:13]3)[CH2:10]2)=[CH:6][CH:7]=1 |f:2.3|. Reported procedure: A mixture of 3-(4-chlorophenylsulfanyl)-8-(2,2,2-trichloroethoxycarbonyl)-8-azabicyclo-(3.2.1)-octane (8.70 g, 20.28 mmol), 48% HBr (17 mL), and acetic acid (68 mL) was heated to 110° C. for 78 h. The reaction was adjusted to pH 11 by addition of 4 N sodium hydroxide and extracted with methylene chloride. The organic phase was filtered through diatomaceous earth, washed with brine, dried over calcium sulfate and concentrated to afford 3-(4-chlorophenylsulfanyl)-8-azabicyclo-(3.2.1)-octane as a y...